From a dataset of the Open Reaction Database (ORD), a public repository of structured organic reaction records. describe an organic reaction: reactants, conditions, products, and yield Reactants: C(#N)[BH3-].[Na+] (sodium cyanoborohydride), ClC1=C(C=C2C(=C(C(NC2=C1)=O)C1=CC(=CC(=C1)C)C)OCC[C@H]1NCCCC1)NC(=O)C1=NC=NC=C1 (pyrimidine-4-carboxylic acid (S)-[7-chloro-3-(3,5-dimethylphenyl)-2-oxo-4-(2-piperidin-2-yl-ethoxy)-1,2-dihydroquinolin-6-yl]-amide), C(C)(=O)O (acetic acid), C=O (paraformaldehyde), 4A. The solvent is O1CCCC1 (tetrahydrofuran), CO (methanol). Conditions: time 10 minute. Product: ClC1=C(C=C2C(=C(C(NC2=C1)=O)C1=CC(=CC(=C1)C)C)OCC[C@H]1N(CCCC1)C)NC(=O)C1=NC=NC=C1 ((S)-pyrimidine-4-carboxylic acid {7-chloro-3-(3,5-dimethylphenyl)-4-[2-(1-methylpiperidin-2-yl)-ethoxy]-2-oxo-1,2-dihydroquinolin-6-yl}-amide). RXN SMILES: [Cl:1][C:2]1[CH:11]=[C:10]2[C:5]([C:6]([O:21][CH2:22][CH2:23][C@@H:24]3[CH2:29][CH2:28][CH2:27][CH2:26][NH:25]3)=[C:7]([C:13]3[CH:18]=[C:17]([CH3:19])[CH:16]=[C:15]([CH3:20])[CH:14]=3)[C:8](=[O:12])[NH:9]2)=[CH:4][C:3]=1[NH:30][C:31]([C:33]1[CH:38]=[CH:37][N:36]=[CH:35][N:34]=1)=[O:32].C=O.[C:41](O)(=O)C.C([BH3-])#N.[Na+]>CO.O1CCCC1>[Cl:1][C:2]1[CH:11]=[C:10]2[C:5]([C:6]([O:21][CH2:22][CH2:23][C@@H:24]3[CH2:29][CH2:28][CH2:27][CH2:26][N:25]3[CH3:41])=[C:7]([C:13]3[CH:18]=[C:17]([CH3:19])[CH:16]=[C:15]([CH3:20])[CH:14]=3)[C:8](=[O:12])[NH:9]2)=[CH:4][C:3]=1[NH:30][C:31]([C:33]1[CH:38]=[CH:37][N:36]=[CH:35][N:34]=1)=[O:32] |f:3.4|. Procedure: To a solution of pyrimidine-4-carboxylic acid (S)-[7-chloro-3-(3,5-dimethylphenyl)-2-oxo-4-(2-piperidin-2-yl-ethoxy)-1,2-dihydroquinolin-6-yl]-amide (prepared essentially as described in EXAMPLE 2, 9 mg in 0.40 mL methanol) was added 6 mg paraformaldehyde followed by 20 mg powdered 4A molecular sieves and 0.01 mL acetic acid and the mixture stirred at room temperature for 10 minutes. At this time, 5 mg sodium cyanoborohydride was added and the stirring continued. After 2 hours, 0.5 mL tetrahydro... Reactants: O=C([O-])C=CC(=O)[O-], C1CCOC1, c1nc(CC2CCC3=C2CCC3)c[nH]1, O=C(Cl)Oc1ccccc1, [Na+], O=C([O-])O, O. RXN SMILES: [C:15]([O-:16])(=[O:17])[CH:18]=[CH:20][C:21](=[O:19])[O-:22].[CH2:38]1[O:39][CH2:40][CH2:41][CH2:42]1.[CH:1]1([CH2:9][c:10]2[n:11][cH:12][nH:13][cH:14]2)[CH2:2][CH2:3][C:4]2=[C:8]1[CH2:7][CH2:6][CH2:5]2.[Cl:28][C:29]([O:30][c:31]1[cH:32][cH:33][cH:34][cH:35][cH:36]1)=[O:37].[Na+:27].[O-:23][C:24]([OH:25])=[O:26].[OH2:43]>>[CH:1]1([CH2:9][c:10]2[nH:11][c:12](=[O:19])[nH:13][cH:14]2)[CH2:2][CH2:3][C:4]2=[C:8]1[CH2:7][CH2:6][CH2:5]2. Yields the product O=c1[nH]cc(CC2CCC3=C2CCC3)[nH]1.